Dataset: the Open Reaction Database (ORD), a public repository of structured organic reaction records. Task: describe an organic reaction: reactants, conditions, products, and yield Starting materials: O=C([O-])c1ccccc1C(=O)O[O-], COc1ccc(Sc2ccc(C#N)cc2)cc1, CCO, [Mg+2], O, O, O, O, O, O, O. Product: COc1ccc(S(=O)(=O)c2ccc(C#N)cc2)cc1. Reaction SMILES: [C:24]([O:25][O-:26])(=[O:27])[c:28]1[c:29]([C:34]([O-:35])=[O:36])[cH:30][cH:31][cH:32][cH:33]1.[CH3:1][O:2][c:3]1[cH:4][cH:5][c:6]([S:9][c:10]2[cH:11][cH:12][c:13]([C:14]#[N:15])[cH:16][cH:17]2)[cH:7][cH:8]1.[CH3:38][CH2:39][OH:40].[Mg+2:37].[OH2:18].[OH2:19].[OH2:20].[OH2:21].[OH2:22].[OH2:23].[OH2:41]>>[CH3:1][O:2][c:3]1[cH:4][cH:5][c:6]([S:9]([c:10]2[cH:11][cH:12][c:13]([C:14]#[N:15])[cH:16][cH:17]2)(=[O:18])=[O:19])[cH:7][cH:8]1.